From a dataset of the Open Reaction Database (ORD), a public repository of structured organic reaction records. describe an organic reaction: reactants, conditions, products, and yield The reactants are CN(C)C=O, O=c1c(Cl)nc2ccccc2n1-c1ccc(Cl)cc1, N#C[K], O. Yields the product N#Cc1nc2ccccc2n(-c2ccc(Cl)cc2)c1=O. Reaction SMILES: [CH3:24][N:25]([CH3:26])[CH:27]=[O:28].[Cl:1][c:2]1[c:3](=[O:19])[n:4](-[c:12]2[cH:13][cH:14][c:15]([Cl:18])[cH:16][cH:17]2)[c:5]2[cH:6][cH:7][cH:8][cH:9][c:10]2[n:11]1.[K:20][C:21]#[N:22].[OH2:23]>>[c:2]1([C:21]#[N:22])[c:3](=[O:19])[n:4](-[c:12]2[cH:13][cH:14][c:15]([Cl:18])[cH:16][cH:17]2)[c:5]2[cH:6][cH:7][cH:8][cH:9][c:10]2[n:11]1. Reactants: NC(=O)c1ccc(Oc2ccc3c(c2)CCCNC3)nc1, CCOC(C)=O, ClCCCC1CCCCC1, [K+], [K+], O=C([O-])[O-], CN(C)C=O. The product is NC(=O)c1ccc(Oc2ccc3c(c2)CCCN(CCCC2CCCCC2)C3)nc1. RXN SMILES: [CH2:1]1[NH:2][CH2:3][CH2:4][CH2:5][c:6]2[c:7]1[cH:8][cH:9][c:10]([O:12][c:13]1[n:14][cH:15][c:16]([C:17](=[O:18])[NH2:19])[cH:20][cH:21]1)[cH:11]2.[CH3:38][CH2:39][O:40][C:41](=[O:42])[CH3:43].[Cl:28][CH2:29][CH2:30][CH2:31][CH:32]1[CH2:33][CH2:34][CH2:35][CH2:36][CH2:37]1.[K+:22].[K+:23].[O-:24][C:25]([O-:26])=[O:27].[O:44]=[CH:45][N:46]([CH3:47])[CH3:48]>>[CH2:1]1[N:2]([CH2:29][CH2:30][CH2:31][CH:32]2[CH2:33][CH2:34][CH2:35][CH2:36][CH2:37]2)[CH2:3][CH2:4][CH2:5][c:6]2[c:7]1[cH:8][cH:9][c:10]([O:12][c:13]1[n:14][cH:15][c:16]([C:17](=[O:18])[NH2:19])[cH:20][cH:21]1)[cH:11]2.